Dataset: the Open Reaction Database (ORD), a public repository of structured organic reaction records. Task: describe an organic reaction: reactants, conditions, products, and yield Reactants: NC(=O)c1ccc(B(O)O)cc1, O=C([O-])[O-], Cc1ccccc1, CCO, [Cs+], [Cs+], NC(=O)C1(C(=O)N(c2ccc(F)cc2)c2ccc(Oc3ccnc4cc(I)sc34)c(F)c2)CC1, O. Yields the product NC(=O)c1ccc(-c2cc3nccc(Oc4ccc(N(C(=O)C5(C(N)=O)CC5)c5ccc(F)cc5)cc4F)c3s2)cc1. RXN SMILES: [C:1]([NH2:2])(=[O:3])[c:4]1[cH:5][cH:6][c:7]([B:10]([OH:11])[OH:12])[cH:8][cH:9]1.[C:47](=[O:48])([O-:49])[O-:50].[CH3:53][c:54]1[cH:55][cH:56][cH:57][cH:58][cH:59]1.[CH3:61][CH2:62][OH:63].[Cs+:51].[Cs+:52].[F:13][c:14]1[cH:15][c:16]([N:31]([C:32](=[O:33])[C:34]2([C:37](=[O:38])[NH2:39])[CH2:35][CH2:36]2)[c:40]2[cH:41][cH:42][c:43]([F:46])[cH:44][cH:45]2)[cH:17][cH:18][c:19]1[O:20][c:21]1[c:22]2[c:23]([n:24][cH:25][cH:26]1)[cH:27][c:28]([I:30])[s:29]2.[OH2:60]>>[C:1]([NH2:2])(=[O:3])[c:4]1[cH:5][cH:6][c:7](-[c:28]2[cH:27][c:23]3[c:22]([c:21]([O:20][c:19]4[c:14]([F:13])[cH:15][c:16]([N:31]([C:32](=[O:33])[C:34]5([C:37](=[O:38])[NH2:39])[CH2:35][CH2:36]5)[c:40]5[cH:41][cH:42][c:43]([F:46])[cH:44][cH:45]5)[cH:17][cH:18]4)[cH:26][cH:25][n:24]3)[s:29]2)[cH:8][cH:9]1. Starting materials: [Br-], Cn1ncnc1-c1cc(Cl)c(Br)s1, CCC(CC)c1cc(C)nn2cc(C(F)(F)F)nc12, CCCC[N+](CCCC)(CCCC)CCCC, CN1CCCC1=O, [K+], CC(=O)[O-], CC(=O)[O-], CC(=O)[O-], [Pd+2]. The product is CCC(CC)c1cc(C)nn2c(-c3sc(-c4ncnn4C)cc3Cl)c(C(F)(F)F)nc12. RXN SMILES: [Br-:38].[Br:20][c:21]1[c:22]([Cl:32])[cH:23][c:24](-[c:26]2[n:27][cH:28][n:29][n:30]2[CH3:31])[s:25]1.[CH2:1]([CH3:2])[CH:3]([CH2:4][CH3:5])[c:6]1[c:7]2[n:8]([n:9][c:10]([CH3:12])[cH:11]1)[cH:13][c:14]([C:16]([F:17])([F:18])[F:19])[n:15]2.[CH2:39]([N+:40]([CH2:41][CH2:42][CH2:43][CH3:44])([CH2:45][CH2:46][CH2:47][CH3:48])[CH2:49][CH2:50][CH2:51][CH3:52])[CH2:53][CH2:54][CH3:55].[CH3:56][N:57]1[CH2:58][CH2:59][CH2:60][C:61]1=[O:62].[K+:37].[O-:33][C:34]([CH3:35])=[O:36].[O-:64][C:65]([CH3:66])=[O:67].[O-:68][C:69]([CH3:70])=[O:71].[Pd+2:63]>>[CH2:1]([CH3:2])[CH:3]([CH2:4][CH3:5])[c:6]1[c:7]2[n:8]([n:9][c:10]([CH3:12])[cH:11]1)[c:13](-[c:21]1[c:22]([Cl:32])[cH:23][c:24](-[c:26]3[n:27][cH:28][n:29][n:30]3[CH3:31])[s:25]1)[c:14]([C:16]([F:17])([F:18])[F:19])[n:15]2. Reactants: CCOC(=O)CC1=Cc2cc(F)ccc2OC1(C)C, CCO. Product: CCOC(=O)CC1Cc2cc(F)ccc2OC1(C)C. As a reaction SMILES: [CH2:1]([CH3:2])[O:3][C:4](=[O:5])[CH2:6][C:7]1=[CH:16][c:15]2[c:10]([cH:11][cH:12][c:13]([F:17])[cH:14]2)[O:9][C:8]1([CH3:18])[CH3:19].[CH3:20][CH2:21][OH:22]>>[CH2:1]([CH3:2])[O:3][C:4](=[O:5])[CH2:6][CH:7]1[C:8]([CH3:18])([CH3:19])[O:9][c:10]2[cH:11][cH:12][c:13]([F:17])[cH:14][c:15]2[CH2:16]1. Starting materials: C, CCCc1c(Cc2ccc(-c3ccccc3C#N)cc2)c(=O)n(C2CCN(c3ccc(OCc4ccccc4)cc3)CC2)c2ncnn12, CO, C1CCOC1, [Pd]. Yields the product CCCc1c(Cc2ccc(-c3ccccc3C#N)cc2)c(=O)n(C2CCN(c3ccc(O)cc3)CC2)c2ncnn12. RXN SMILES: [C:54].[CH2:1]([c:2]1[cH:3][cH:4][cH:5][cH:6][cH:7]1)[O:8][c:9]1[cH:10][cH:11][c:12]([N:15]2[CH2:16][CH2:17][CH:18]([n:21]3[c:22]4[n:23]([c:24]([CH2:43][CH2:44][CH3:45])[c:25]([CH2:28][c:29]5[cH:30][cH:31][c:32](-[c:35]6[c:36]([C:41]#[N:42])[cH:37][cH:38][cH:39][cH:40]6)[cH:33][cH:34]5)[c:26]3=[O:27])[n:46][cH:47][n:48]4)[CH2:19][CH2:20]2)[cH:13][cH:14]1.[CH3:56][OH:57].[O:49]1[CH2:50][CH2:51][CH2:52][CH2:53]1.[Pd:55]>>[OH:8][c:9]1[cH:10][cH:11][c:12]([N:15]2[CH2:16][CH2:17][CH:18]([n:21]3[c:22]4[n:23]([c:24]([CH2:43][CH2:44][CH3:45])[c:25]([CH2:28][c:29]5[cH:30][cH:31][c:32](-[c:35]6[c:36]([C:41]#[N:42])[cH:37][cH:38][cH:39][cH:40]6)[cH:33][cH:34]5)[c:26]3=[O:27])[n:46][cH:47][n:48]4)[CH2:19][CH2:20]2)[cH:13][cH:14]1. Starting materials: NC1=NC=C(C=C1)C (2-amino-5-picoline), ClS(=O)(=O)O (chlorosulfonic acid), C([O-])(O)=O.[Na+] (sodium bicarbonate). Solvent: ice. Conditions: temperature 140 celsius, time 2 hour. Product: NC1=NC=C(C=C1S(=O)(=O)Cl)C (2-Amino-5-methyl-3-pyridinesulfonyl chloride). Isolated yield 69.7%. RXN SMILES: [NH2:1][C:2]1[CH:7]=[CH:6][C:5]([CH3:8])=[CH:4][N:3]=1.[Cl:9][S:10](O)(=[O:12])=[O:11].C(=O)(O)[O-].[Na+]>>[NH2:1][C:2]1[C:7]([S:10]([Cl:9])(=[O:12])=[O:11])=[CH:6][C:5]([CH3:8])=[CH:4][N:3]=1 |f:2.3|. Reported procedure: Solid 2-amino-5-picoline (10.8 g, 0.10 mol) was added portionwise to chlorosulfonic acid (66 mL, 1.0 mol) at ambient temperature over 5 minutes. When the addition was complete, the mixture was warmed to 140° C. and stirred at that temperature for 2 hours. During the heating period gas evolution was initially rapid and ceased completely after 2 hours. The mixture was then cooled to room temperature and poured onto 2 liters of ice. Solid sodium bicarbonate was added to the resulting solution to ad... Starting materials: FC1=C(C=C2CCC(N(C2=C1)C)=O)B1OC(C(O1)(C)C)(C)C (7-fluoro-1-methyl-6-(4,4,5,5-tetramethyl-[1,3,2]dioxaborolan-2-yl)-3,4-dihydro-1H-quinolin-2-one), BrC=1C(=C(C=NC1)CN[S@](=O)C(C)(C)C)C ((R)-2-methyl-propane-2-sulfinic acid (5-bromo-4-methyl-pyridin-3-ylmethyl)-amide). Yields the product FC1=C(C=C2CCC(N(C2=C1)C)=O)C=1C(=C(C=NC1)CN[S@](=O)C(C)(C)C)C ((R)-2-Methyl-propane-2-sulfinic acid [5-(7-fluoro-1-methyl-2-oxo-1,2,3,4-tetrahydro-quinolin-6-yl)-4-methyl-pyridin-3-ylmethyl]-amide). Reaction SMILES: [F:1][C:2]1[CH:11]=[C:10]2[C:5]([CH2:6][CH2:7][C:8](=[O:13])[N:9]2[CH3:12])=[CH:4][C:3]=1B1OC(C)(C)C(C)(C)O1.Br[C:24]1[C:25]([CH3:38])=[C:26]([CH2:30][NH:31][S@@:32]([C:34]([CH3:37])([CH3:36])[CH3:35])=[O:33])[CH:27]=[N:28][CH:29]=1>>[F:1][C:2]1[CH:11]=[C:10]2[C:5]([CH2:6][CH2:7][C:8](=[O:13])[N:9]2[CH3:12])=[CH:4][C:3]=1[C:24]1[C:25]([CH3:38])=[C:26]([CH2:30][NH:31][S@@:32]([C:34]([CH3:36])([CH3:35])[CH3:37])=[O:33])[CH:27]=[N:28][CH:29]=1. Procedure details: In analogy to the procedure described for the preparation of example 45, 7-fluoro-1-methyl-6-(4,4,5,5-tetramethyl-[1,3,2]dioxaborolan-2-yl)-3,4-dihydro-1H-quinolin-2-one (intermediate A-22) has been coupled to (R)-2-methyl-propane-2-sulfinic acid (5-bromo-4-methyl-pyridin-3-ylmethyl)-amide (intermediate A-59) to give the title compound as a brown amorphous solid. MS: 404.5 (M+H+).